describe an organic reaction: reactants, conditions, products, and yield From a dataset of the Open Reaction Database (ORD), a public repository of structured organic reaction records. The reactants are [N+](=O)([O-])C=C1SCCCN1 (TETRAHYDRO-2-(NITROMETHYLENE)-2H-1,3-thiazine), COC(N(C)C)OC (N,N-dimethylformamide dimethyl acetal). Solvent: C(Cl)(Cl)Cl (chloroform). Product: S1C(=NCCC1)C(=CN(C)C)[N+](=O)[O-] (2-(5,6-dihydro-4H-1,3-thiazin-2-yl)-N,N-dimethyl-2-nitroethenamine). As a reaction SMILES: [N+:1]([CH:4]=[C:5]1[NH:10][CH2:9][CH2:8][CH2:7][S:6]1)([O-:3])=[O:2].CO[CH:13](OC)[N:14]([CH3:16])[CH3:15]>C(Cl)(Cl)Cl>[S:6]1[CH2:7][CH2:8][CH2:9][N:10]=[C:5]1[C:4]([N+:1]([O-:3])=[O:2])=[CH:13][N:14]([CH3:16])[CH3:15]. Procedure: 8.0 G OF TETRAHYDRO-2-(NITROMETHYLENE)-2H-1,3-thiazine, prepared as described in Example 2 of Ser. No. 554,361, 5.95 g of N,N-dimethylformamide dimethyl acetal and 25 ml of chloroform were mixed and the mixture was refluxed for about 16 hours. The solvent then was evaporated under reduced pressure to leave a dark orange solid. Recrystallization from ethyl acetate and methanol gave (1), as a light orange solid, m.p.: 168.5°-170°.